Dataset: the Open Reaction Database (ORD), a public repository of structured organic reaction records. Task: describe an organic reaction: reactants, conditions, products, and yield Reactants: S1C(=NC2=C1C=CC=C2)C2=C(OC1=C(C=C(C=N1)N)Cl)C=CC=C2 (6-(2-(benzo[d]thiazol-2-yl)phenoxy)-5-chloropyridin-3-amine), ClC1=C(C=CC(=C1)Cl)S(=O)(=O)Cl (2,4-dichlorobenzene-1-sulfonyl chloride). Product: S1C(=NC2=C1C=CC=C2)C2=C(OC1=C(C=C(C=N1)NS(=O)(=O)C1=C(C=C(C=C1)Cl)Cl)Cl)C=CC=C2 (N-(6-(2-(Benzo[d]thiazol-2-yl)phenoxy)-5-chloropyridin-3-yl)-2,4-dichlorobenzene-sulfonamide). RXN SMILES: [S:1]1[C:5]2[CH:6]=[CH:7][CH:8]=[CH:9][C:4]=2[N:3]=[C:2]1[C:10]1[CH:24]=[CH:23][CH:22]=[CH:21][C:11]=1[O:12][C:13]1[N:18]=[CH:17][C:16]([NH2:19])=[CH:15][C:14]=1[Cl:20].[Cl:25][C:26]1[CH:31]=[C:30]([Cl:32])[CH:29]=[CH:28][C:27]=1[S:33](Cl)(=[O:35])=[O:34]>>[S:1]1[C:5]2[CH:6]=[CH:7][CH:8]=[CH:9][C:4]=2[N:3]=[C:2]1[C:10]1[CH:24]=[CH:23][CH:22]=[CH:21][C:11]=1[O:12][C:13]1[N:18]=[CH:17][C:16]([NH:19][S:33]([C:27]2[CH:28]=[CH:29][C:30]([Cl:32])=[CH:31][C:26]=2[Cl:25])(=[O:35])=[O:34])=[CH:15][C:14]=1[Cl:20]. Reported procedure: The title compound was prepared by reacting 6-(2-(benzo[d]thiazol-2-yl)phenoxy)-5-chloropyridin-3-amine (obtained as per procedure described in preparation 4) and 2,4-dichlorobenzene-1-sulfonyl chloride.